From a dataset of the Open Reaction Database (ORD), a public repository of structured organic reaction records. describe an organic reaction: reactants, conditions, products, and yield Starting materials: C(#N)[BH3-].[Na+] (sodium cyanoborohydride), C(C1=CC=CC=C1)(=O)NC([C@@H](C=O)SCC1=CC=C(C=C1)OC)CC1=CC=CC=C1 ((S)-β-(benzoylamino)-α-[[(4-methoxyphenyl)methyl]thio]-benzenebutanal), CC(C)(OC(=O)NCCCC[C@H](N)C(=O)N1[C@H](C(=O)OC(C)(C)C)CCC1)C (1-[N6 -[(1,1-dimethylethoxy)carbonyl]-L-lysyl]-L-proline, 1,1-dimethylethyl ester), C(C)O (ethanol). Run in O1CCCC1 (tetrahydrofuran). Conditions: time 2 hour. Yields the product C(C1=CC=CC=C1)(=O)N[C@H](C(CN[C@@H](CCCCNC(=O)OC(C)(C)C)C(=O)N1[C@H](C(=O)OC(C)(C)C)CCC1)SCC1=CC=C(C=C1)OC)CC1=CC=CC=C1 (1-[N-[(3S)-3-(Benzoylamino)-2-[[(4-methoxyphenyl]methyl]thio]-4-phenylbutyl]-N6 -[(1,1-dimethylethoxy)carbonyl]-L-lysyl]-L-proline, 1,1-dimethylethyl ester). RXN SMILES: [C:1]([NH:9][CH:10]([CH2:24][C:25]1[CH:30]=[CH:29][CH:28]=[CH:27][CH:26]=1)[C@H:11]([S:14][CH2:15][C:16]1[CH:21]=[CH:20][C:19]([O:22][CH3:23])=[CH:18][CH:17]=1)[CH:12]=O)(=[O:8])[C:2]1[CH:7]=[CH:6][CH:5]=[CH:4][CH:3]=1.[CH3:31][C:32]([CH3:58])([O:34][C:35]([NH:37][CH2:38][CH2:39][CH2:40][CH2:41][C@@H:42]([C:44]([N:46]1[CH2:57][CH2:56][CH2:55][C@H:47]1[C:48]([O:50][C:51]([CH3:54])([CH3:53])[CH3:52])=[O:49])=[O:45])[NH2:43])=[O:36])[CH3:33].C(O)C.C([BH3-])#N.[Na+]>O1CCCC1>[C:1]([NH:9][C@@H:10]([CH2:24][C:25]1[CH:26]=[CH:27][CH:28]=[CH:29][CH:30]=1)[CH:11]([S:14][CH2:15][C:16]1[CH:17]=[CH:18][C:19]([O:22][CH3:23])=[CH:20][CH:21]=1)[CH2:12][NH:43][C@H:42]([C:44]([N:46]1[CH2:57][CH2:56][CH2:55][C@H:47]1[C:48]([O:50][C:51]([CH3:52])([CH3:54])[CH3:53])=[O:49])=[O:45])[CH2:41][CH2:40][CH2:39][CH2:38][NH:37][C:35]([O:34][C:32]([CH3:58])([CH3:31])[CH3:33])=[O:36])(=[O:8])[C:2]1[CH:3]=[CH:4][CH:5]=[CH:6][CH:7]=1 |f:3.4|. Reported procedure: A mixture of (S)-β-(benzoylamino)-α-[[(4-methoxyphenyl)methyl]thio]-benzenebutanal (isomer A) (0.59 g. 1.40 mmole), 1-[N6 -[(1,1-dimethylethoxy)carbonyl]-L-lysyl]-L-proline, 1,1-dimethylethyl ester (1.55 g., 3.88 mmole), and crushed 3 A° molecular sieves (2.0 g.) in tetrahydrofuran (5 ml.) and absolute ethanol (5 ml.) is stirred at room temperature under argon. After stirring for 2 hours, sodium cyanoborohydride (0.27 g., 3 eq.) is added and stirring continued for 18 hours. The reaction mixture ... Starting materials: CCN(C(C)C)C(C)C, [Cl-], COC(=O)c1ccc(N)cc1, O=C(Cl)c1ccccc1Cc1ccccc1. Reaction SMILES: [CH:12]([N:13]([CH2:14][CH3:15])[CH:16]([CH3:17])[CH3:18])([CH3:19])[CH3:20].[Cl-:21].[NH2:1][c:2]1[cH:3][cH:4][c:5]([C:6](=[O:7])[O:8][CH3:9])[cH:10][cH:11]1.[c:22]1([CH2:28][c:29]2[c:30]([C:31](=[O:32])[Cl:33])[cH:34][cH:35][cH:36][cH:37]2)[cH:23][cH:24][cH:25][cH:26][cH:27]1>>[NH:1]([c:2]1[cH:3][cH:4][c:5]([C:6](=[O:7])[O:8][CH3:9])[cH:10][cH:11]1)[C:31]([c:30]1[c:29]([CH2:28][c:22]2[cH:23][cH:24][cH:25][cH:26][cH:27]2)[cH:37][cH:36][cH:35][cH:34]1)=[O:32]. Product: COC(=O)c1ccc(NC(=O)c2ccccc2Cc2ccccc2)cc1. Reactants: CCOC(=O)c1ccc(-c2ccc(OC)c(C#N)n2)cc1, [I-], [Li+], Cc1cc(C)nc(C)c1. The product is CCOC(=O)c1ccc(-c2ccc(O)c(C#N)n2)cc1. RXN SMILES: [CH2:1]([CH3:2])[O:3][C:4]([c:5]1[cH:6][cH:7][c:8](-[c:11]2[n:12][c:13]([C:19]#[N:20])[c:14]([O:17][CH3:18])[cH:15][cH:16]2)[cH:9][cH:10]1)=[O:21].[I-:22].[Li+:23].[n:24]1[c:25]([CH3:26])[cH:27][c:28]([CH3:29])[cH:30][c:31]1[CH3:32]>>[CH2:1]([CH3:2])[O:3][C:4]([c:5]1[cH:6][cH:7][c:8](-[c:11]2[n:12][c:13]([C:19]#[N:20])[c:14]([OH:17])[cH:15][cH:16]2)[cH:9][cH:10]1)=[O:21]. Reactants: CC1(OC2=C(CO1)C(=CN=C2C)C(C2=CC=C(C=C2)Cl)O)C ((+)-2,2,8-trimethyl-5-(4-chloro-α-hydroxybenzyl)-pyrido-[4,3-e]-1,3-dioxane), N1=CC=CC=C1 (pyridine), S(=O)(Cl)Cl (thionyl chloride). Solvent: C(Cl)Cl (methylene chloride). The product is CC1(OC2=C(CO1)C(=CN=C2C)C(C2=CC=C(C=C2)Cl)Cl)C (2,2,8-trimethyl-5-(4-chloro-α-chlorobenzyl)-pyrido-[4,3-e]-1,3-dioxane). Reaction SMILES: [CH3:1][C:2]1([CH3:22])[O:7][CH2:6][C:5]2[C:8]([CH:13](O)[C:14]3[CH:19]=[CH:18][C:17]([Cl:20])=[CH:16][CH:15]=3)=[CH:9][N:10]=[C:11]([CH3:12])[C:4]=2[O:3]1.N1C=CC=CC=1.S(Cl)([Cl:31])=O>C(Cl)Cl>[CH3:1][C:2]1([CH3:22])[O:7][CH2:6][C:5]2[C:8]([CH:13]([Cl:31])[C:14]3[CH:19]=[CH:18][C:17]([Cl:20])=[CH:16][CH:15]=3)=[CH:9][N:10]=[C:11]([CH3:12])[C:4]=2[O:3]1. Procedure: 88 mg (0.275 mmole) of (+)-2,2,8-trimethyl-5-(4-chloro-α-hydroxybenzyl)-pyrido-[4,3-e]-1,3-dioxane are poured into a 5 ml flask, dissolved in 1 ml of methylene chloride and the flask is sealed under an atmosphere of nitrogen. 22 μl (0.27 mmole) of anhydrous pyridine are injected via a glass syringe. 36 μl (0.54 mmole) of thionyl chloride are then added dropwise. At disappearance (2 hours later) of the starting material (checked by TLC), the solvent is evaporated off under reduced pressure. Starting materials: O.O.O.O.O.S(=S)(=O)([O-])[O-].[Na+].[Na+] (Sodium thiosulfate pentahydrate), [N+](=[N-])=CC(=O)C=[N+]=[N-].COC1=C(CC2=CC=C(C=C2)CCC(=O)O)C(=C(C(=C1OC)OC)OC)C (3-[4-(2,3,4,5-tetramethoxy-6-methylbenzyl)phenyl]propionic Acid Diazomethyl Ketone), O1CCOCC1 (dioxane), [N+](=O)(O)[O-] (nitric acid). The reagents and catalysts are [Ag]=O (silver oxide). Run in O (water). Run at time 10 minute. The product is COC1=C(CC2=CC=C(C=C2)CCCC(=O)O)C(=C(C(=C1OC)OC)OC)C (4-[4-(2,3,4,5-tetramethoxy-6-methylbenzyl)phenyl]-n-butyric Acid). Yield: 93.0%. RXN SMILES: [OH2:1].O.O.O.O.S([O-])([O-])(=O)=S.[Na+].[Na+].[N+](=C[C:16]([CH:18]=[N+]=[N-])=[O:17])=[N-].[CH3:21][O:22][C:23]1[C:40]([O:41][CH3:42])=[C:39]([O:43][CH3:44])[C:38]([O:45][CH3:46])=[C:37]([CH3:47])[C:24]=1[CH2:25][C:26]1[CH:31]=[CH:30][C:29](CCC(O)=O)=[CH:28][CH:27]=1.[N+]([O-])(O)=O.O1CCO[CH2:54][CH2:53]1>O.[Ag]=O>[CH3:21][O:22][C:23]1[C:40]([O:41][CH3:42])=[C:39]([O:43][CH3:44])[C:38]([O:45][CH3:46])=[C:37]([CH3:47])[C:24]=1[CH2:25][C:26]1[CH:31]=[CH:30][C:29]([CH2:53][CH2:54][CH2:18][C:16]([OH:1])=[O:17])=[CH:28][CH:27]=1 |f:0.1.2.3.4.5.6.7,8.9|. Procedure: Sodium thiosulfate pentahydrate (230 mg, 0.93 mmol) and silver oxide (130 mg, 0.56 mmol) were dissolved in water (5 ml) and the mixture was heated to 50° C. to 70° C. A solution of the compound (380 mg, 0.98 mmol) obtained in Step 1 in dioxane (3.5 ml) was added dropwise, and the mixture was stirred at the same temperature for 10 minutes. The reaction mixture was cooled and was acidified with an aqueous solution of diluted nitric acid and then was extracted with ether. The extract was washed wit... The reactants are CCC(CO)n1cnc2cnc3ccccc3c21, C[N+](C)(C)Cc1ccccc1, [Cl-], ClCCl, Clc1cccc(CBr)c1, [Na+], [OH-], O. Product: CCC(COCc1cccc(Cl)c1)n1cnc2cnc3ccccc3c21. Reaction SMILES: [CH2:1]([CH3:2])[CH:3]([CH2:4][OH:5])[n:6]1[cH:7][n:8][c:9]2[cH:10][n:11][c:12]3[cH:13][cH:14][cH:15][cH:16][c:17]3[c:18]12.[CH2:34]([N+:35]([CH3:36])([CH3:37])[CH3:38])[c:39]1[cH:40][cH:41][cH:42][cH:43][cH:44]1.[Cl-:33].[Cl:19][CH2:20][Cl:21].[Cl:24][c:25]1[cH:26][c:27]([CH2:28][Br:29])[cH:30][cH:31][cH:32]1.[Na+:23].[OH-:22].[OH2:45]>>[CH2:1]([CH3:2])[CH:3]([CH2:4][O:5][CH2:28][c:27]1[cH:26][c:25]([Cl:24])[cH:32][cH:31][cH:30]1)[n:6]1[cH:7][n:8][c:9]2[cH:10][n:11][c:12]3[cH:13][cH:14][cH:15][cH:16][c:17]3[c:18]12.